describe an organic reaction: reactants, conditions, products, and yield From a dataset of the Open Reaction Database (ORD), a public repository of structured organic reaction records. The yield is 35.6%. As a reaction SMILES: C(Cl)(=O)C(Cl)=O.[C:7]([O:11][C:12]([N:14]([C:28]1[CH:33]=[CH:32][N:31]=[CH:30][CH:29]=1)[CH2:15][CH2:16][O:17][C:18]1[CH:19]=[C:20]([CH:24]=[C:25]([Cl:27])[CH:26]=1)[C:21](O)=[O:22])=[O:13])([CH3:10])([CH3:9])[CH3:8].[CH3:34][C:35]1([CH3:52])[O:39][CH:38]([CH2:40][O:41][CH2:42][CH2:43][NH:44][C:45]2[CH:50]=[CH:49][CH:48]=[CH:47][C:46]=2[F:51])[CH2:37][O:36]1.CCN(C(C)C)C(C)C>ClCCl.CN(C1C=CN=CC=1)C.CN(C=O)C>[C:7]([O:11][C:12](=[O:13])[N:14]([CH2:15][CH2:16][O:17][C:18]1[CH:19]=[C:20]([C:21](=[O:22])[N:44]([CH2:43][CH2:42][O:41][CH2:40][CH:38]2[CH2:37][O:36][C:35]([CH3:52])([CH3:34])[O:39]2)[C:45]2[CH:50]=[CH:49][CH:48]=[CH:47][C:46]=2[F:51])[CH:24]=[C:25]([Cl:27])[CH:26]=1)[C:28]1[CH:33]=[CH:32][N:31]=[CH:30][CH:29]=1)([CH3:10])([CH3:8])[CH3:9]. Solvent: ClCCl (dichloromethane), ClCCl (dichloromethane), ClCCl (dichloromethane), ClCCl (dichloromethane), CN(C)C=O (DMF). Reaction conditions: time 1.5 hour. Product: C(C)(C)(C)OC(N(C1=CC=NC=C1)CCOC1=CC(=CC(=C1)C(N(C1=C(C=CC=C1)F)CCOCC1OC(OC1)(C)C)=O)Cl)=O ((2-{3-Chloro-5-[[2-(2,2-dimethyl-[1,3]dioxolan-4-ylmethoxy)-ethyl]-(2-fluoro-phenyl)-carbamoyl]-phenoxy}-ethyl)-pyridin-4-yl-carbamic acid tert-butyl ester). Reported procedure: 2M Oxalyl chloride solution in dichloromethane (0.115 ml), and DMF (0.005 ml) were added to a suspension of 3-[2-(tert-butoxycarbonyl-pyridin-4-yl-amino)-ethoxy]-5-chloro-benzoic acid (0.060 g) in anhydrous dichloromethane (5 ml). The reaction was stirred at room temperature for 1.5 h then [2-(2,2-dimethyl-[1,3]dioxolan-4-ylmethoxy)-ethyl]-(2-fluoro-phenyl)-amine (0.121 g) as a solution in dichloromethane (0.5 ml), DMAP (0.005 g) and DIPEA (0.080 ml) were added. The reaction mixture was stirred ... Starting materials: CC1(OCC(O1)COCCNC1=C(C=CC=C1)F)C ([2-(2,2-dimethyl-[1,3]dioxolan-4-ylmethoxy)-ethyl]-(2-fluoro-phenyl)-amine), CCN(C(C)C)C(C)C (DIPEA), C(C(=O)Cl)(=O)Cl (Oxalyl chloride), C(C)(C)(C)OC(=O)N(CCOC=1C=C(C(=O)O)C=C(C1)Cl)C1=CC=NC=C1 (3-[2-(tert-butoxycarbonyl-pyridin-4-yl-amino)-ethoxy]-5-chloro-benzoic acid). The reagents and catalysts are CN(C)C=1C=CN=CC1 (DMAP). Reactants: C(C1=CC=CC=C1)(=O)C1CCN(CC1)C(=O)OC(C)(C)C (tert-butyl 4-benzoylpiperidine-1-carboxylate), heptanes acetone, OC(C1CCN(CC1)C(=O)OC(C)(C)C)(C=1C=C2C(=C(C(=NC2=CC1)C(F)(F)F)C1=CC=CC=C1)C(F)(F)F)C1=CC=CC=C1 (tert-butyl 4-(hydroxy(phenyl)(3-phenyl-2,4-bis(trifluoromethyl)quinolin-6-yl)methyl)piperidine-1-carboxylate). Yields the product C1(=CC=CC=C1)C(O)(C1CCNCC1)C=1C=C2C(=C(C(=NC2=CC1)C(F)(F)F)C1=CC=CC=C1)C(F)(F)F.C(=O)(C(F)(F)F)O (Phenyl(3-phenyl-2,4-bis(trifluoromethyl)quinolin-6-yl)(piperidin-4-yl)methanol•TFA). Reaction SMILES: C(C1CCN([C:15]([O:17]C(C)(C)C)=[O:16])CC1)(=O)C1C=CC=CC=1.[OH:22][C:23]([C:61]1[CH:66]=[CH:65][CH:64]=[CH:63][CH:62]=1)([C:37]1[CH:38]=[C:39]2[C:44](=[CH:45][CH:46]=1)[N:43]=[C:42]([C:47]([F:50])([F:49])[F:48])[C:41]([C:51]1[CH:56]=[CH:55][CH:54]=[CH:53][CH:52]=1)=[C:40]2[C:57]([F:60])([F:59])[F:58])[CH:24]1[CH2:29][CH2:28][N:27](C(OC(C)(C)C)=O)[CH2:26][CH2:25]1>>[C:61]1([C:23]([C:37]2[CH:38]=[C:39]3[C:44](=[CH:45][CH:46]=2)[N:43]=[C:42]([C:47]([F:48])([F:49])[F:50])[C:41]([C:51]2[CH:56]=[CH:55][CH:54]=[CH:53][CH:52]=2)=[C:40]3[C:57]([F:59])([F:60])[F:58])([CH:24]2[CH2:25][CH2:26][NH:27][CH2:28][CH2:29]2)[OH:22])[CH:66]=[CH:65][CH:64]=[CH:63][CH:62]=1.[C:15]([OH:17])([C:47]([F:50])([F:49])[F:48])=[O:16] |f:2.3|. Procedure: The precursor of the title compound was prepared essentially as described for Example 164, using tert-butyl 4-benzoylpiperidine-1-carboxylate (commercial; e.g., Matrix Scientific) in place of (1-methyl-1H-imidazol-5-yl)(pyridin-4-yl)methanone to provide, after heptanes/acetone flash chromatography, tert-butyl 4-(hydroxy(phenyl)(3-phenyl-2,4-bis(trifluoromethyl)quinolin-6-yl)methyl)piperidine-1-carboxylate as a clear yellow oil.